From a dataset of the Open Reaction Database (ORD), a public repository of structured organic reaction records. describe an organic reaction: reactants, conditions, products, and yield Reactants: C=CCC(C)(C)C, CC(C)=O, CC(=O)O, [K+], O=[Mn](=O)(=O)[O-], O=N[O-], [Na+], O, O=S(=O)(O)O. Yields the product CC(C)(C)CC(=O)CO. Reaction SMILES: [CH3:1][C:2]([CH2:3][CH:4]=[CH2:5])([CH3:6])[CH3:7].[CH3:24][C:25](=[O:26])[CH3:27].[CH3:28][C:29](=[O:30])[OH:31].[K+:13].[Mn:8](=[O:9])([O-:10])(=[O:11])=[O:12].[N:14]([O-:15])=[O:16].[Na+:17].[OH2:23].[S:18](=[O:19])(=[O:20])([OH:21])[OH:22]>>[CH3:1][C:2]([CH2:3][C:4]([CH2:5][OH:23])=[O:9])([CH3:6])[CH3:7].